From a dataset of the Open Reaction Database (ORD), a public repository of structured organic reaction records. describe an organic reaction: reactants, conditions, products, and yield Reactants: C(C1=CC=CC=C1)OC(C1=C(C(=CC=C1)OC)N(S(=O)(=O)C1=CC=C(C=C1)OC)CC1=CC=CC=C1)=O (2-[Benzyl-(4-methoxy-benzenesulfonyl)-amino]-3-methoxy-benzoic acid benzyl ester). The solvent is C(Cl)Cl.CCCCCC (CH2Cl2 hexane). The product is C(C1=CC=CC=C1)N(C1=C(C(=O)O)C=CC=C1OC)S(=O)(=O)C1=CC=C(C=C1)OC (2-[Benzyl-(4-methoxy-benzenesulfonyl)-amino]-3-methoxy-benzoic acid). Yield: 90.3%. RXN SMILES: C([O:8][C:9](=[O:37])[C:10]1[CH:15]=[CH:14][CH:13]=[C:12]([O:16][CH3:17])[C:11]=1[N:18]([CH2:30][C:31]1[CH:36]=[CH:35][CH:34]=[CH:33][CH:32]=1)[S:19]([C:22]1[CH:27]=[CH:26][C:25]([O:28][CH3:29])=[CH:24][CH:23]=1)(=[O:21])=[O:20])C1C=CC=CC=1>C(Cl)Cl.CCCCCC>[CH2:30]([N:18]([S:19]([C:22]1[CH:27]=[CH:26][C:25]([O:28][CH3:29])=[CH:24][CH:23]=1)(=[O:21])=[O:20])[C:11]1[C:12]([O:16][CH3:17])=[CH:13][CH:14]=[CH:15][C:10]=1[C:9]([OH:37])=[O:8])[C:31]1[CH:36]=[CH:35][CH:34]=[CH:33][CH:32]=1 |f:1.2|. Procedure: In the same manner as described in Example 19, 1.86 g (3.6 mmol) of the product of Example 97 provided 1.39 g (90%) of the desired carboxylic acid as a white solid after trituration with CH2Cl2 :hexane (1:4). CI Mass Spec 428.1 (M+H). Procedure: A solution of 564 mg (1.5 mmol) of 4,5-bis(anilino)phthalic acid dimethyl ester (Example 1) in 5 ml of acetonitrile is heated at 80° C. for 16 hours with 0.93 ml (15 mmol) of methyl iodide and 442 mg (3.2 mmol) of anhydrous potassium carbonate in a bomb tube. The reaction mixture is concentrated to dryness by evaporation, the residue is twice digested in dichloromethane and filtered, and the filtrate is concentrated by evaporation. Repeated chromatography on silica gel with hexane/ethyl acetate ... Starting materials: COC(C=1C(C(=O)OC)=CC(=C(C1)N(C)C1=CC=CC=C1)N(C1=CC=CC=C1)C)=O (4,5-Bis(N-methyl-N-phenylamino)phthalic acid dimethyl ester), COC(C=1C(C(=O)OC)=CC(=C(C1)NC1=CC=CC=C1)N(C1=CC=CC=C1)C)=O (4-(N-methyl-N-phenylamino)-5-anilino-phthalic acid dimethyl ester). RXN SMILES: CO[C:3](=[O:30])[C:4]1[C:5](=[CH:10][C:11]([N:22]([CH3:29])[C:23]2[CH:28]=[CH:27][CH:26]=[CH:25][CH:24]=2)=[C:12]([N:14]([C:16]2[CH:21]=[CH:20][CH:19]=[CH:18][CH:17]=2)C)[CH:13]=1)[C:6]([O:8]C)=O.COC(=O)C1C(=CC(N(C)C2C=CC=CC=2)=C([NH:44]C2C=CC=CC=2)C=1)C(OC)=O>>[CH3:29][N:22]([C:11]1[CH:10]=[C:5]2[C:6](=[O:8])[NH:44][C:3](=[O:30])[C:4]2=[CH:13][C:12]=1[NH:14][C:16]1[CH:21]=[CH:20][CH:19]=[CH:18][CH:17]=1)[C:23]1[CH:24]=[CH:25][CH:26]=[CH:27][CH:28]=1. Yields the product CN(C1=CC=CC=C1)C=1C=C2C(C(=O)NC2=O)=CC1NC1=CC=CC=C1 (4-(N-Methyl-N-phenylamino)-5-anilino-phthalimide). Reaction SMILES: [OH:1][CH:2]([CH2:9][NH:10][S:11]([C:14]1[C:23]2[C:18](=[CH:19][CH:20]=[CH:21][CH:22]=2)[CH:17]=[CH:16][CH:15]=1)(=[O:13])=[O:12])[CH2:3][N:4]1[CH2:8][CH2:7][CH2:6][CH2:5]1.[CH3:24][I:25]>CO>[I-:25].[OH:1][CH:2]([CH2:9][NH:10][S:11]([C:14]1[C:23]2[C:18](=[CH:19][CH:20]=[CH:21][CH:22]=2)[CH:17]=[CH:16][CH:15]=1)(=[O:13])=[O:12])[CH2:3][N+:4]1([CH3:24])[CH2:8][CH2:7][CH2:6][CH2:5]1 |f:3.4|. Starting materials: OC(CN1CCCC1)CNS(=O)(=O)C1=CC=CC2=CC=CC=C12 (1-[2-hydroxy-3-(1-naphthalenesulphonamido)propyl]pyrrolidine), CI (methyl iodide). Reaction conditions: time 12 hour. The product is [I-].OC(C[N+]1(CCCC1)C)CNS(=O)(=O)C1=CC=CC2=CC=CC=C12 (1-[2-hydroxy-3-(1-naphthalenesulphonamido)propyl]-1-methylpyrrolidinium iodide). Run in CO (methanol). Reported procedure: To a solution of 1-[2-hydroxy-3-(1-naphthalenesulphonamido)propyl]pyrrolidine (2 g; 0.0005 mol) in methanol (50 ml) was added methyl iodide (6.9 g; 0.05 mol). The mixture was left at room temperature 12 hours. The reaction mixture was evaporated to dryness and the residue was recrystallized from ethanol (20 ml) to obtain the product (1.3 g). Yield: 545.8%. Starting materials: [OH-].[Na+] (sodium hydroxide), C(=O)(OC)C(OC1=C(C=C(C=C1CCC)CN1CNC=2C(=NC=CC21)Cl)CCC)C2=CC1=C(C=C2)OCO1 (1-[4-(1-carbomethoxy-1-(3,4-methylenedioxy-phenyl)methoxy)-3,5-dipropylphenylmethyl]-4-chloro-3H-imidazo[4,5-c]pyridine). Reagents/catalysts: C(Cl)Cl (methylene chloride). Run in CO (methanol). Product: C(=O)(O)C(OC1=C(C=C(C=C1CCC)CN1CNC=2C(=NC=CC21)Cl)CCC)C2=CC1=C(C=C2)OCO1 (1-[4-(1-carboxy-l-(3,4-methylenedioxyphenyl)methoxy)-3,5-dipropylphenylmethyl]-4-chloro-3H-imidazo[4,5-c]pyridine). Yield: 83.8%. Reaction SMILES: [OH-].[Na+].[C:3]([CH:7]([C:32]1[CH:37]=[CH:36][C:35]2[O:38][CH2:39][O:40][C:34]=2[CH:33]=1)[O:8][C:9]1[C:14]([CH2:15][CH2:16][CH3:17])=[CH:13][C:12]([CH2:18][N:19]2[C:27]3[CH:26]=[CH:25][N:24]=[C:23]([Cl:28])[C:22]=3[NH:21][CH2:20]2)=[CH:11][C:10]=1[CH2:29][CH2:30][CH3:31])([O:5]C)=[O:4]>CO.C(Cl)Cl>[C:3]([CH:7]([C:32]1[CH:37]=[CH:36][C:35]2[O:38][CH2:39][O:40][C:34]=2[CH:33]=1)[O:8][C:9]1[C:10]([CH2:29][CH2:30][CH3:31])=[CH:11][C:12]([CH2:18][N:19]2[C:27]3[CH:26]=[CH:25][N:24]=[C:23]([Cl:28])[C:22]=3[NH:21][CH2:20]2)=[CH:13][C:14]=1[CH2:15][CH2:16][CH3:17])([OH:5])=[O:4] |f:0.1|. Reported procedure: A 5N sodium hydroxide solution (0.1 mL) was added to a stirred mixture of the product of Step A (22 mg, 0.0410 mmol) in methanol (1mL). A few drops of methylene chloride were added to allow stirring then the mixture was stirred at room temperature for 2.5 h. The solvent was removed in vacuo then 5% citric acid solution added. The precipitate was filtered off, washed with water and dried in vacuo to give the titled carboxylic acid (18 mg).